This data is from the Open Reaction Database (ORD), a public repository of structured organic reaction records. The task is: describe an organic reaction: reactants, conditions, products, and yield Reactants: CN(C)C=O, O=c1n(CCCF)nnn1-c1cc(O)c(Cl)cc1F, O=[N+]([O-])c1ccc(F)cc1, [H-], [Na+], O. The product is O=c1n(CCCF)nnn1-c1cc(Oc2ccc([N+](=O)[O-])cc2)c(Cl)cc1F. As a reaction SMILES: [CH3:33][N:34]([CH3:35])[CH:36]=[O:37].[Cl:1][c:2]1[cH:3][c:4]([F:19])[c:5](-[n:9]2[n:10][n:11][n:12]([CH2:15][CH2:16][CH2:17][F:18])[c:13]2=[O:14])[cH:6][c:7]1[OH:8].[F:22][c:23]1[cH:24][cH:25][c:26]([N+:29](=[O:30])[O-:31])[cH:27][cH:28]1.[H-:20].[Na+:21].[OH2:32]>>[Cl:1][c:2]1[cH:3][c:4]([F:19])[c:5](-[n:9]2[n:10][n:11][n:12]([CH2:15][CH2:16][CH2:17][F:18])[c:13]2=[O:14])[cH:6][c:7]1[O:8][c:23]1[cH:24][cH:25][c:26]([N+:29](=[O:30])[O-:31])[cH:27][cH:28]1. Reactants: C(=O)C1=CC=C(O1)S(=O)(=O)O (5-formylfuran-2-sulfonic acid), [Na] (sodium), [Na] (sodium), C(C)(C)(C)NO (N-tert-butylhydroxylamine). Yields the product C(C)(C)(C)[N+](=CC1=CC=C(O1)S(=O)(=O)O)[O-] (N-tert-Butyl-α-(2-sulfofuran-5-yl)nitrone). The yield is 36.0%. As a reaction SMILES: [CH:1]([C:3]1[O:7][C:6]([S:8]([OH:11])(=[O:10])=[O:9])=[CH:5][CH:4]=1)=O.[Na].[C:13]([NH:17][OH:18])([CH3:16])([CH3:15])[CH3:14]>>[C:13]([N+:17]([O-:18])=[CH:1][C:3]1[O:7][C:6]([S:8]([OH:11])(=[O:10])=[O:9])=[CH:5][CH:4]=1)([CH3:16])([CH3:15])[CH3:14] |^1:11|. Reported procedure: Following the procedure of Example 1 above and using 5-formylfuran-2-sulfonic acid, sodium salt hydrate and N-tert-butylhydroxylamine, the title compound was prepared in 36% yield as the sodium salt, m.p. 117-120° C. (dec.). Starting materials: FC1=C(C(=O)O)C=CC=C1 (2-fluorobenzoic acid), C(C)NCC(C(F)(F)F)(O)CNC1=C2C=NN(C2=CC=C1)C1=CC=C(C=C1)F (3-(ethylamino)-1,1,1-trifluoro-2-({[1-(4-fluorophenyl)-1H-indazol-4-yl]amino}methyl)-2-propanol). The product is C(C)N(C(C1=C(C=CC=C1)F)=O)CC(C(F)(F)F)(O)CNC1=C2C=NN(C2=CC=C1)C1=CC=C(C=C1)F (N-Ethyl-2-fluoro-N-[3,3,3-trifluoro-2-({[1-(4-fluorophenyl)-1H-indazol-4-yl]amino}methyl)-2-hydroxypropyl]benzamide). As a reaction SMILES: [F:1][C:2]1[CH:10]=[CH:9][CH:8]=[CH:7][C:3]=1[C:4]([OH:6])=O.[CH2:11]([NH:13][CH2:14][C:15]([CH2:21][NH:22][C:23]1[CH:31]=[CH:30][CH:29]=[C:28]2[C:24]=1[CH:25]=[N:26][N:27]2[C:32]1[CH:37]=[CH:36][C:35]([F:38])=[CH:34][CH:33]=1)([OH:20])[C:16]([F:19])([F:18])[F:17])[CH3:12]>>[CH2:11]([N:13]([CH2:14][C:15]([CH2:21][NH:22][C:23]1[CH:31]=[CH:30][CH:29]=[C:28]2[C:24]=1[CH:25]=[N:26][N:27]2[C:32]1[CH:33]=[CH:34][C:35]([F:38])=[CH:36][CH:37]=1)([OH:20])[C:16]([F:18])([F:19])[F:17])[C:4](=[O:6])[C:3]1[CH:7]=[CH:8][CH:9]=[CH:10][C:2]=1[F:1])[CH3:12]. Reported procedure: Prepared similarly to Example 1 from 2-fluorobenzoic acid and 3-(ethylamino)-1,1,1-trifluoro-2-({[1-(4-fluorophenyl)-1H-indazol-4-yl]amino}methyl)-2-propanol. Reactants: BrC=1N=C(C(=NC1)NCCC(=O)OC)NCC1=C(C(=CC=C1F)F)Cl (methyl N-{5-bromo-3-[(2-chloro-3,6-difluorobenzyl)amino]pyrazin-2-yl}-β-alaninate). Run in CC(=O)O (HOAc). Product: BrC1=NC2=C(NCCC(N2CC2=C(C(=CC=C2F)F)Cl)=O)N=C1 (3-bromo-5-(2-chloro-3,6-difluorobenzyl)-5,7,8,9-tetrahydro-6H-pyrazino[2,3-b][1,4]diazepin-6-one). As a reaction SMILES: [Br:1][C:2]1[N:3]=[C:4]([NH:15][CH2:16][C:17]2[C:22]([F:23])=[CH:21][CH:20]=[C:19]([F:24])[C:18]=2[Cl:25])[C:5]([NH:8][CH2:9][CH2:10][C:11](OC)=[O:12])=[N:6][CH:7]=1>CC(O)=O>[Br:1][C:2]1[CH:7]=[N:6][C:5]2[NH:8][CH2:9][CH2:10][C:11](=[O:12])[N:15]([CH2:16][C:17]3[C:22]([F:23])=[CH:21][CH:20]=[C:19]([F:24])[C:18]=3[Cl:25])[C:4]=2[N:3]=1. Procedure details: A solution of methyl N-{5-bromo-3-[(2-chloro-3,6-difluorobenzyl)amino]pyrazin-2-yl}-β-alaninate in HOAc was heated at reflux for 4 hrs. After volatile components were removed on rotavap, the residue was taken in to a mixture of EtOAc and aq. NaHCO3. The combined organic layers from extraction was dried, concentrated, and then purified by silica gel column chromatography (EtOAc/Hexanes 4:1) to furnish 3-bromo-5-(2-chloro-3,6-difluorobenzyl)-5,7,8,9-tetrahydro-6H-pyrazino[2,3-b][1,4]diazepin-6-one... Reactants: CC=1C=C(C=CC1)N=C=O (3-Methylphenyl isocyanate), NCC(=O)N(C1=CC=C(C=C1)N(C)C)CC(=O)OC(C)(C)C (tert-butyl 2-[2-amino-N-(4-dimethylaminophenyl)acetamido]acetate). The solvent is O1CCCC1 (tetrahydrofuran). Run at temperature 20 celsius, time 3 hour. Yields the product CN(C1=CC=C(C=C1)N(C(CNC(=O)NC1=CC(=CC=C1)C)=O)CC(=O)OC(C)(C)C)C (tert-butyl 2-{N-(4-dimethylaminophenyl)-2-[3-(3-methylphenyl)ureido]acetamido}acetate). Yield: 697.8%. RXN SMILES: [CH3:1][C:2]1[CH:3]=[C:4]([N:8]=[C:9]=[O:10])[CH:5]=[CH:6][CH:7]=1.[NH2:11][CH2:12][C:13]([N:15]([CH2:25][C:26]([O:28][C:29]([CH3:32])([CH3:31])[CH3:30])=[O:27])[C:16]1[CH:21]=[CH:20][C:19]([N:22]([CH3:24])[CH3:23])=[CH:18][CH:17]=1)=[O:14]>O1CCCC1>[CH3:23][N:22]([CH3:24])[C:19]1[CH:18]=[CH:17][C:16]([N:15]([CH2:25][C:26]([O:28][C:29]([CH3:31])([CH3:30])[CH3:32])=[O:27])[C:13](=[O:14])[CH2:12][NH:11][C:9]([NH:8][C:4]2[CH:5]=[CH:6][CH:7]=[C:2]([CH3:1])[CH:3]=2)=[O:10])=[CH:21][CH:20]=1. Procedure: 3-Methylphenyl isocyanate (0.35 g) is added at a temperature in the region of 20° C. to a solution of tert-butyl 2-[2-amino-N-(4-dimethylaminophenyl)acetamido]acetate (0.7 g) in anhydrous tetrahydrofuran (15 cc). The solution obtained is stirred for 3 hours at a temperature in the region of 20° C. and then concentrated to dryness under reduced pressure (2.7 kPa) at 40° C. After recrystallisation of the residual solid in ethyl acetate, tert-butyl 2-{N-(4-dimethylaminophenyl)-2-[3-(3-methylphenyl)...